Dataset: the Open Reaction Database (ORD), a public repository of structured organic reaction records. Task: describe an organic reaction: reactants, conditions, products, and yield RXN SMILES: [F:1][C:2]1[CH:7]=[C:6]([I:8])[CH:5]=[CH:4][C:3]=1[NH:9][C:10]1[CH:18]=[N:17][CH:16]=[CH:15][C:11]=1[C:12]([OH:14])=O.[CH3:19][C:20]1[CH:21]=[C:22]([NH:26][NH2:27])[CH:23]=[CH:24][CH:25]=1>>[F:1][C:2]1[CH:7]=[C:6]([I:8])[CH:5]=[CH:4][C:3]=1[NH:9][C:10]1[CH:18]=[N:17][CH:16]=[CH:15][C:11]=1[C:12]([NH:27][NH:26][C:22]1[CH:23]=[CH:24][CH:25]=[C:20]([CH3:19])[CH:21]=1)=[O:14]. Product: FC1=C(C=CC(=C1)I)NC1=C(C(=O)NNC2=CC(=CC=C2)C)C=CN=C1 (3-[(2-fluoro-4-iodophenyl)amino]-N′-(3-methylphenyl)isonicotinohydrazide). Reactants: FC1=C(C=CC(=C1)I)NC1=C(C(=O)O)C=CN=C1 (3-[(2-fluoro-4-iodophenyl)amino]isonicotinic acid), FC1=C(C=CC(=C1)I)NC1=C(C(=O)O)C=CN=C1 (3-[(2-fluoro-4-iodophenyl)amino]isonicotinic acid), CC=1C=C(C=CC1)NN (3-methyl-phenylhydrazine). Procedure: was synthesized according to the procedure for General Method 1, outlined above, starting with 0.44 mmol of 3-[(2-fluoro-4-iodophenyl)amino]isonicotinic acid (intermediate 1) and 0.63 mmol of 3-methyl-phenylhydrazine. LC/MS [6.05 min; 463 (M+1)] Reactants: CC(C)(C)OC(=O)NC(C)(C)C(=O)O, Fc1cccc(-c2noc(C3CNCC(c4ccc(OC(F)(F)F)cc4)C3)n2)c1. Yields the product CC(C)(C)OC(=O)NC(C)(C)C(=O)N1CC(c2ccc(OC(F)(F)F)cc2)CC(c2nc(-c3cccc(F)c3)no2)C1. As a reaction SMILES: [C:30]([CH3:31])([CH3:32])([CH3:33])[O:34][C:35](=[O:36])[NH:37][C:38]([CH3:39])([C:40](=[O:41])[OH:42])[CH3:43].[F:1][c:2]1[cH:3][c:4](-[c:8]2[n:9][o:10][c:11]([CH:13]3[CH2:14][NH:15][CH2:16][CH:17]([c:19]4[cH:20][cH:21][c:22]([O:25][C:26]([F:27])([F:28])[F:29])[cH:23][cH:24]4)[CH2:18]3)[n:12]2)[cH:5][cH:6][cH:7]1>>[F:1][c:2]1[cH:3][c:4](-[c:8]2[n:9][o:10][c:11]([CH:13]3[CH2:14][N:15]([C:40]([C:38]([NH:37][C:35]([O:34][C:30]([CH3:31])([CH3:32])[CH3:33])=[O:36])([CH3:39])[CH3:43])=[O:41])[CH2:16][CH:17]([c:19]4[cH:20][cH:21][c:22]([O:25][C:26]([F:27])([F:28])[F:29])[cH:23][cH:24]4)[CH2:18]3)[n:12]2)[cH:5][cH:6][cH:7]1. The reactants are ClC=1C=C(C=CC1Cl)C(C(=O)NC=1SC=CN1)CC1CC(CC1)=O (2-(3,4-dichloro-phenyl)-3-(3-oxo-cyclopentyl)-N-thiazol-2-yl-propionamide), Cl.CON (methoxyamine hydrochloride). The solvent is CO (methanol), N1=CC=CC=C1 (pyridine). Conditions: temperature 25 celsius. The product is ethyl acetate hexanes, ClC=1C=C(C=CC1Cl)C(C(=O)NC=1SC=CN1)CC1CC(CC1)=NOC (2-(3,4-dichloro-phenyl)-3-(3-methoxyimino-cyclopentyl)-N-thiazol-2-yl-propionamide). The yield is 99.5%. RXN SMILES: [Cl:1][C:2]1[CH:3]=[C:4]([CH:9]([CH2:18][CH:19]2[CH2:23][CH2:22][C:21](=O)[CH2:20]2)[C:10]([NH:12][C:13]2[S:14][CH:15]=[CH:16][N:17]=2)=[O:11])[CH:5]=[CH:6][C:7]=1[Cl:8].Cl.[CH3:26][O:27][NH2:28]>CO.N1C=CC=CC=1>[Cl:1][C:2]1[CH:3]=[C:4]([CH:9]([CH2:18][CH:19]2[CH2:23][CH2:22][C:21](=[N:28][O:27][CH3:26])[CH2:20]2)[C:10]([NH:12][C:13]2[S:14][CH:15]=[CH:16][N:17]=2)=[O:11])[CH:5]=[CH:6][C:7]=1[Cl:8] |f:1.2|. Reported procedure: A solution of the 2-(3,4-dichloro-phenyl)-3-(3-oxo-cyclopentyl)-N-thiazol-2-yl-propionamide (prepared as in Example 43, 159.9 mg, 0.41 mmol) and methoxyamine hydrochloride (52.3 mg, 0.62 mmol) in methanol (1.2 mL) and pyridine (1.2 mL) was heated under reflux for 3.5 h. The reaction mixture was allowed to cool to 25° C. and then concentrated in vacuo. The resulting residue was diluted with ethyl acetate (75 mL), washed with a 1N aqueous hydrochloric acid solution (75 mL) and a saturated aqueous ... Reactants: OOS(=O)[O-].[K+] (Oxone), BrC1=C(C=C2C(=CN(C2=C1)C1CCC1)C#N)F (6-bromo-1-cyclobutyl-5-fluoro-1H-indole-3-carbonitrile), B1(OC(C(O1)(C)C)(C)C)B2OC(C(O2)(C)C)(C)C (bis(pinacolato)diboron), C(C)(=O)[O-].[K+] (potassium acetate). The solvent is O (water), C(C)(=O)OCC (ethyl acetate), O1CCOCC1 (dioxane), C(C)(=O)OCC (ethyl acetate). Conditions: temperature 80 celsius, time 8 hour. The product is C1(CCC1)N1C=C(C2=CC(=C(C=C12)O)F)C#N (1-cyclobutyl-5-fluoro-6-hydroxy-1H-indole-3-carbonitrile). Yield: 81.8%. RXN SMILES: Br[C:2]1[CH:10]=[C:9]2[C:5]([C:6]([C:15]#[N:16])=[CH:7][N:8]2[CH:11]2[CH2:14][CH2:13][CH2:12]2)=[CH:4][C:3]=1[F:17].B1(B2OC(C)(C)C(C)(C)O2)OC(C)(C)C(C)(C)[O:19]1.C([O-])(=O)C.[K+].OOS([O-])=O.[K+]>O1CCOCC1.O.C(OCC)(=O)C>[CH:11]1([N:8]2[C:9]3[C:5](=[CH:4][C:3]([F:17])=[C:2]([OH:19])[CH:10]=3)[C:6]([C:15]#[N:16])=[CH:7]2)[CH2:14][CH2:13][CH2:12]1 |f:2.3,4.5|. Procedure details: A mixture of 6-bromo-1-cyclobutyl-5-fluoro-1H-indole-3-carbonitrile (29.9 g, 102 mmol), bis(pinacolato)diboron (33.7 g, 133 mmol), PdCl2dppf-CH2Cl2 complex (4.16 g, 5.1 mmol) and potassium acetate (30 g, 306 mmol) in dioxane (300 mL) was stirred at 80° C. overnight. The mixture was then cooled to room temperature, treated with ethyl acetate (200 mL) and filtered through a silica-celite pad. The filtrate was concentrated, dissolved in acetone (300 mL) and cooled to 0° C. Into this solution was ad... Reactants: CN1C(NC(C(C1=O)(N1C(C2=C(C(=C(C(=C2C1=O)F)F)F)F)=O)C)=O)=O (1,5-Dimethyl-5-(4,5,6,7-tetrafluoro-1,3-dihydro-1,3-dioxo-2H-isoindol-2-yl)-2,4,6-(1H,3H,5H)-pyrimidinetrione), Cl.CC1C(NC(NC1=O)=O)=O.NC1C(NC(N(C1=O)C(C)C)=O)=O (5-amino-1-isopropylbarbituric-5-methylbarbituric acid hydrochloride). Product: C(C)(C)N1C(NC(C(C1=O)(N1C(C2=C(C(=C(C(=C2C1=O)F)F)F)F)=O)C)=O)=O (1-Isopropyl-5-methyl-5-(4,5,6,7-tetrafluoro-1,3-dihydro-1,3-dioxo-2H-isoindol-2-yl)-2,4,6(1H,3H,5H)-pyrimidinetrione). As a reaction SMILES: CN1C(=O)C(C)([N:9]2[C:17](=[O:18])[C:16]3[C:11](=[C:12]([F:22])[C:13]([F:21])=[C:14]([F:20])[C:15]=3[F:19])[C:10]2=[O:23])C(=O)NC1=O.Cl.[CH3:28][CH:29]1[C:34](=[O:35])[NH:33][C:32](=[O:36])[NH:31][C:30]1=[O:37].N[CH:39]1[C:44](=O)N(C(C)C)C(=O)N[C:40]1=O>>[CH:39]([N:31]1[C:30](=[O:37])[C:29]([CH3:28])([N:9]2[C:10](=[O:23])[C:11]3[C:16](=[C:15]([F:19])[C:14]([F:20])=[C:13]([F:21])[C:12]=3[F:22])[C:17]2=[O:18])[C:34](=[O:35])[NH:33][C:32]1=[O:36])([CH3:44])[CH3:40] |f:1.2.3|. Reported procedure: Compound 19c was synthesized in the same manner as described for 19a from 5-amino-1-isopropylbarbituric-5-methylbarbituric acid hydrochloride (0.35 g, 1.50 mmol). The crude product was recrystallized from EtOH (70%) to give 1-isopropyl-5-methyl-5-(tetrafluorophthalimido)barbituric acid (19c) as white solid. Reaction SMILES: [O:1]=[C:2]1[N:9]2[CH:4]([CH2:5][CH2:6][O:7][C:8]2(C)C)[CH2:3]1.[OH:12][CH2:13]CC1NC(=O)C1.C(OC)(OC)OC>>[O:1]=[C:2]1[N:9]2[CH:4]([CH2:5][CH2:6][O:7][CH:8]2[O:12][CH3:13])[CH2:3]1. The reactants are O=C1CC2CCOC(N12)(C)C (8-oxo-2,2-dimethyl-3-oxa-1-azabicyclo[4.2.0]octane), OCCC1CC(N1)=O (4-(2'-hydroxyethyl)-2-azetidinone), C(OC)(OC)OC (trimethyl orthoformate). Procedure: Following the procedure described for the preparation of 8-oxo-2,2-dimethyl-3-oxa-1-azabicyclo[4.2.0]octane from 4-(2'-hydroxyethyl)-2-azetidinone and using trimethyl orthoformate instead of 2,2-dimethoxypropane one obtains 8-oxo-2-methoxy-3-oxa-1-azabicyclo[4.2.0]octane. The product is O=C1CC2CCOC(N12)OC (8-oxo-2-methoxy-3-oxa-1-azabicyclo[4.2.0]octane).